From a dataset of the Open Reaction Database (ORD), a public repository of structured organic reaction records. describe an organic reaction: reactants, conditions, products, and yield Reactants: BrC=1C=C2C=CC(=CC2=CC1)CC1=CC=NC2=CC(=C(C=C12)OC)OC (4-(6-bromo-naphthalen-2-ylmethyl)-6,7-dimethoxy-quinoline), P(C(C)(C)C)(C(C)(C)C)C(C)(C)C (P(t-Bu)3), crude material, [OH-].[Na+] (NaOH), [Li+].C[Si](C)(C)[N-][Si](C)(C)C (LiHMDS). Reagents/catalysts: C=1C=CC(=CC1)/C=C/C(=O)/C=C/C2=CC=CC=C2.C=1C=CC(=CC1)/C=C/C(=O)/C=C/C2=CC=CC=C2.C=1C=CC(=CC1)/C=C/C(=O)/C=C/C2=CC=CC=C2.[Pd].[Pd] (Pd2(dba)3). Run in C1(=CC=CC=C1)C (toluene), CCOCC (Et2O), Cl (HCl). Reaction conditions: time 8 hour. Yields the product COC=1C=C2C(=CC=NC2=CC1OC)CC=1C=C2C=CC(=CC2=CC1)N (6-(6,7-dimethoxy-quinolin-4-ylmethyl)-naphthalen-2-ylamine). Reaction SMILES: Br[C:2]1[CH:3]=[C:4]2[C:9](=[CH:10][CH:11]=1)[CH:8]=[C:7]([CH2:12][C:13]1[C:22]3[C:17](=[CH:18][C:19]([O:25][CH3:26])=[C:20]([O:23][CH3:24])[CH:21]=3)[N:16]=[CH:15][CH:14]=1)[CH:6]=[CH:5]2.P(C(C)(C)C)(C(C)(C)C)C(C)(C)C.[Li+].C[Si]([N-:45][Si](C)(C)C)(C)C.[OH-].[Na+]>CCOCC.Cl.C1C=CC(/C=C/C(/C=C/C2C=CC=CC=2)=O)=CC=1.C1C=CC(/C=C/C(/C=C/C2C=CC=CC=2)=O)=CC=1.C1C=CC(/C=C/C(/C=C/C2C=CC=CC=2)=O)=CC=1.[Pd].[Pd].C1(C)C=CC=CC=1>[CH3:24][O:23][C:20]1[CH:21]=[C:22]2[C:17](=[CH:18][C:19]=1[O:25][CH3:26])[N:16]=[CH:15][CH:14]=[C:13]2[CH2:12][C:7]1[CH:8]=[C:9]2[C:4](=[CH:5][CH:6]=1)[CH:3]=[C:2]([NH2:45])[CH:11]=[CH:10]2 |f:2.3,4.5,8.9.10.11.12|. Procedure: To a sealed tube, 4-(6-bromo-naphthalen-2-ylmethyl)-6,7-dimethoxy-quinoline (Step f, 100 mg, 0.11 mmol), Pd2(dba)3 (5 mg, 0.0055 mmol), P(t-Bu)3 (1.1 mg, 0.0055 mmol), toluene (1 mL) was combined under nitrogen, followed by addition of LiHMDS (1M in THF, 0.137 mL, 0.137 mmol). The reaction was stirred at RT overnight. The suspension was diluted with Et2O and HCl (1M, 1 mL) was added. The crude material was poured into 1N NaOH and extracted with Et2O 3×. The combined organic layer was washed with... Reactants: COC(C=1C(C(=O)OC)=C(C=CC1)NC1=CC=C(C=C1)C(C)C)=O (3-(4-isopropylphenylamino)phthalic acid dimethyl ester), [OH-].[Na+] (NaOH). The solvent is C(C)O (ethanol). The product is C(C)(C)C1=CC=C(C=C1)NC1=C(C(C(=O)O)=CC=C1)C(=O)O (3-(4-Isopropylphenylamino)phthalic acid). Reaction SMILES: C[O:2][C:3](=[O:24])[C:4]1[C:5](=[C:10]([NH:14][C:15]2[CH:20]=[CH:19][C:18]([CH:21]([CH3:23])[CH3:22])=[CH:17][CH:16]=2)[CH:11]=[CH:12][CH:13]=1)[C:6]([O:8]C)=[O:7].[OH-].[Na+]>C(O)C>[CH:21]([C:18]1[CH:17]=[CH:16][C:15]([NH:14][C:10]2[CH:11]=[CH:12][CH:13]=[C:4]([C:3]([OH:24])=[O:2])[C:5]=2[C:6]([OH:8])=[O:7])=[CH:20][CH:19]=1)([CH3:23])[CH3:22] |f:1.2|. Procedure details: A mixture of 3-(4-isopropylphenylamino)phthalic acid dimethyl ester (0.70 g, 2.1 mmol) and 3N NaOH (50 mL) in ethanol (100 mL) was heated to reflux for 90 minutes. The mixture was cooled, and the solvent was removed under vacuum. The residue was dissolved in water (100 mL), washed with ethyl acetate (3×75 mL), acidified (HCl) and extracted with ethyl acetate (3×75 mL). The combined organic extracts were washed with water (3×75 mL), dried (MgSO4), and evaporated, providing 0.64 g in quantitative ... Reactants: CCN(C(C)C)C(C)C, O=C(Cl)c1cccc(C(F)(F)F)c1, CCOC(=O)CCCNc1ccccc1-c1ccccc1, c1ccccc1. Product: CCOC(=O)CCCN(C(=O)c1cccc(C(F)(F)F)c1)c1ccccc1-c1ccccc1. As a reaction SMILES: [CH2:22]([N:23]([CH:24]([CH3:25])[CH3:26])[CH:27]([CH3:28])[CH3:29])[CH3:30].[F:31][C:32]([c:33]1[cH:34][c:35]([C:36](=[O:37])[Cl:38])[cH:39][cH:40][cH:41]1)([F:42])[F:43].[c:1]1(-[c:16]2[cH:17][cH:18][cH:19][cH:20][cH:21]2)[c:2]([NH:7][CH2:8][CH2:9][CH2:10][C:11](=[O:12])[O:13][CH2:14][CH3:15])[cH:3][cH:4][cH:5][cH:6]1.[cH:44]1[cH:45][cH:46][cH:47][cH:48][cH:49]1>>[c:1]1(-[c:16]2[cH:17][cH:18][cH:19][cH:20][cH:21]2)[c:2]([N:7]([CH2:8][CH2:9][CH2:10][C:11](=[O:12])[O:13][CH2:14][CH3:15])[C:36]([c:35]2[cH:34][c:33]([C:32]([F:31])([F:42])[F:43])[cH:41][cH:40][cH:39]2)=[O:37])[cH:3][cH:4][cH:5][cH:6]1. The reactants are C(=O)(OC)CC(=O)Cl (carbomethoxy acetyl chloride), N1=CC=CC=C1 (Pyridine), CNC1=CC=CC=C1 (N-methyl aniline). Run in C(Cl)Cl (methylene chloride), C(Cl)Cl (methylene chloride). Reaction conditions: time 4 minute. The product is CN(C(CC(=O)OC)=O)C1=CC=CC=C1 (N-Methyl-N-Phenyl-α-Carbomethoxyacetamide). Reaction SMILES: [C:1]([CH2:5][C:6](Cl)=[O:7])([O:3][CH3:4])=[O:2].[CH3:9][NH:10][C:11]1[CH:16]=[CH:15][CH:14]=[CH:13][CH:12]=1.N1C=CC=CC=1>C(Cl)Cl>[CH3:9][N:10]([C:11]1[CH:16]=[CH:15][CH:14]=[CH:13][CH:12]=1)[C:6](=[O:7])[CH2:5][C:1]([O:3][CH3:4])=[O:2]. Reported procedure: The carbomethoxy acetyl chloride mixture is cooled in an ice-salt bath to -5 to 0° and N-methyl aniline (55.64 g, 0.52 mol) in methylene chloride (200 ml) is added at a rate so as to maintain the temperature of the reaction mixture between -5 to 0°. The addition is performed using an addition funnel and can normally be carried out over a 3-5 min time period to control the slight exotherm. Pyridine (66.36 g, 0.84 mol) in methylene chloride (200 ml) is then added to the above mixture. The addition... The reactants are N1=CN=C2N(C=NC2=C1)CC1=CC2=C(N=C(S2)N2C(O[C@H]3[C@H]2CCCC3)(C)C)C=C1 ((3aR,7aR)-3-(6-((9H-Purin-9-yl)methyl)benzo[d]thiazol-2-yl)-2,2-dimethyloctahydrobenzo[d]oxazole), C(Cl)Cl (CH2Cl2). Solvent: C(=O)(C(F)(F)F)O (TFA). Yields the product N1=CN=C2N(C=NC2=C1)CC1=CC2=C(N=C(S2)N[C@H]2[C@@H](CCCC2)O)C=C1 ((1R,2R)-2-((6-((9H-purin-9-yl)methyl)benzo[d]thiazol-2-yl)amino)cyclohexanol). The yield is 3.7%. Reaction SMILES: [N:1]1[CH:9]=[C:8]2[C:4]([N:5]([CH2:10][C:11]3[CH:30]=[CH:29][C:14]4[N:15]=[C:16]([N:18]5[C@@H:22]6[CH2:23][CH2:24][CH2:25][CH2:26][C@H:21]6[O:20]C5(C)C)[S:17][C:13]=4[CH:12]=3)[CH:6]=[N:7]2)=[N:3][CH:2]=1.C(Cl)Cl>C(O)(C(F)(F)F)=O>[N:1]1[CH:9]=[C:8]2[C:4]([N:5]([CH2:10][C:11]3[CH:30]=[CH:29][C:14]4[N:15]=[C:16]([NH:18][C@@H:22]5[CH2:23][CH2:24][CH2:25][CH2:26][C@H:21]5[OH:20])[S:17][C:13]=4[CH:12]=3)[CH:6]=[N:7]2)=[N:3][CH:2]=1. Reported procedure: A solution of (3aR,7aR)-3-(6-((9H-purin-9-yl)methyl)benzo[d]thiazol-2-yl)-2,2-dimethyloctahydrobenzo[d]oxazole (220 mg, 0.5 mmol) from Step 7 of this Example in TFA (5 mL) and CH2Cl2 (5 mL) was stirred for 2 h at rt. The mixture was concentrated under reduced pressure and the residue was purified by reverse-phase preparative HPLC using a mixture of water (5% CH3CN, 0.05% HCOOH) and CH3CN (0.05% HCOOH) as the mobile phase and Varian Pursuit XRs C18 column as the stationary phase to afford (1R,2R)... Reactants: solution, C(CCC)[Li] (n-butyllithium), FC1=C(C=CC=C1)OC (2-fluoroanisole), C(=O)=O (dry ice), CC(C)([O-])C.[K+] (potassium tert-butoxide). Run in hexanes, O (Water), O1CCCC1 (tetrahydrofuran). Run at temperature -78 celsius, time 15 minute. Product: FC1=C(C(=O)O)C=CC=C1OC (2-fluoro-3-methoxybenzoic acid). The yield is 51.0%. Reaction SMILES: CC(C)([O-])C.[K+].C([Li])CCC.[F:12][C:13]1[CH:18]=[CH:17][CH:16]=[CH:15][C:14]=1[O:19][CH3:20].[C:21](=[O:23])=[O:22]>O.O1CCCC1>[F:12][C:13]1[C:14]([O:19][CH3:20])=[CH:15][CH:16]=[CH:17][C:18]=1[C:21]([OH:23])=[O:22] |f:0.1|. Procedure details: A mixture of potassium tert-butoxide (30.80 g, 274 mmol) and anhydrous tetrahydrofuran (300 mL) was cooled to -78° C. and treated with a 1.6M solution of n-butyllithium (172 mL, 275 mmol) in hexanes. After stirring for 15 minutes, 2-fluoroanisole (31.35 g, 248 mmol) was added and the reaction was stirred an additional 1.8 hours. The reaction was poured into a 2 L Erlenmeyer flask containing dry ice and warmed to room temperature. Water (250 mL) was added and after extracting with ether (160 mL),... Solvent: C(C)O (ethanol). Reported procedure: A mixture of 2.88 g of the said ester and 4.3 ml of dioxane was stirred under an inert atmosphere at room temperature until dissolution occured and then 30.6 ml of a solution of 0.5 M potassium hydroxide in ethanol were added thereto over 3 minutes at 20°-25° C. The mixture was stirred at room temperature under an inert atmosphere for 24 hours and after 2 or 3 hours a potassium salt crystallized. The mixture was vacuum filtered at room temperature and the recovered product was rinsed with 1 ml o... Yields the product C(C1=CC=CC=C1)(C1=CC=CC=C1)(C1=CC=CC=C1)NC=1SC=C(N1)C(C(=O)[O-])=NOCCBr.[K+] (potassium 2-(2-tritylamino-4-thiazolyl)-2-(2-bromoethoxyimino)-acetate). As a reaction SMILES: [C:1]([NH:20][C:21]1[S:22][CH:23]=[C:24]([C:26](=[N:32][O:33][CH2:34][CH2:35][Br:36])[C:27]([O:29]CC)=[O:28])[N:25]=1)([C:14]1[CH:19]=[CH:18][CH:17]=[CH:16][CH:15]=1)([C:8]1[CH:13]=[CH:12][CH:11]=[CH:10][CH:9]=1)[C:2]1[CH:7]=[CH:6][CH:5]=[CH:4][CH:3]=1.O1CCOCC1.[OH-].[K+:44]>C(O)C>[C:1]([NH:20][C:21]1[S:22][CH:23]=[C:24]([C:26](=[N:32][O:33][CH2:34][CH2:35][Br:36])[C:27]([O-:29])=[O:28])[N:25]=1)([C:14]1[CH:19]=[CH:18][CH:17]=[CH:16][CH:15]=1)([C:8]1[CH:13]=[CH:12][CH:11]=[CH:10][CH:9]=1)[C:2]1[CH:7]=[CH:6][CH:5]=[CH:4][CH:3]=1.[K+:44] |f:2.3,5.6|. Conditions: time 3 minute. The reactants are C(C1=CC=CC=C1)(C1=CC=CC=C1)(C1=CC=CC=C1)NC=1SC=C(N1)C(C(=O)OCC)=NOCCBr (ethyl 2-(2-tritylamino-4-thiazolyl)-2-(2-bromoethoxyimino)-acetate), O1CCOCC1 (dioxane), solution, [OH-].[K+] (potassium hydroxide). Starting materials: C(C=CC1=CC=CC=C1)N1CCC2=C(C1)C1=C(OC2(CCC)CCC)C=C(C=C1O)CC1CC1 (2-Cinnamyl-8-cyclopropylmethyl-5,5-di(1-propyl)-10-hydroxy-1,2,3,4-tetrahydro-5H-[1]benzopyrano[3,4-d]pyridine), Cl.N1(CCCC1)CCCC(=O)O (γ-pyrrolidinobutyric acid hydrochloride), C1(CCCCC1)N=C=NC1CCCCC1 (dicyclohexyl-carbodiimide). The product is Cl.C(C=CC1=CC=CC=C1)N1CCC2=C(C1)C1=C(OC2(CCC)CCC)C=C(C=C1OC(CCCN1CCCC1)=O)CC1CC1 (2-Cinnamyl-8-cyclopropylmethyl-5,5-di(1-propyl)-10-[4-(pyrrolidino)butyryloxy]-1,2,3,4-tetrahydro-5H-[1]benzopyrano[3,4-d]pyridine hydrochloride). Reaction SMILES: [CH2:1]([N:10]1[CH2:15][C:14]2[C:16]3[C:29]([OH:30])=[CH:28][C:27]([CH2:31][CH:32]4[CH2:34][CH2:33]4)=[CH:26][C:17]=3[O:18][C:19]([CH2:23][CH2:24][CH3:25])([CH2:20][CH2:21][CH3:22])[C:13]=2[CH2:12][CH2:11]1)[CH:2]=[CH:3][C:4]1[CH:9]=[CH:8][CH:7]=[CH:6][CH:5]=1.[ClH:35].[N:36]1([CH2:41][CH2:42][CH2:43][C:44](O)=[O:45])[CH2:40][CH2:39][CH2:38][CH2:37]1.C1(N=C=NC2CCCCC2)CCCCC1>>[ClH:35].[CH2:1]([N:10]1[CH2:15][C:14]2[C:16]3[C:29]([O:30][C:44](=[O:45])[CH2:43][CH2:42][CH2:41][N:36]4[CH2:40][CH2:39][CH2:38][CH2:37]4)=[CH:28][C:27]([CH2:31][CH:32]4[CH2:34][CH2:33]4)=[CH:26][C:17]=3[O:18][C:19]([CH2:20][CH2:21][CH3:22])([CH2:23][CH2:24][CH3:25])[C:13]=2[CH2:12][CH2:11]1)[CH:2]=[CH:3][C:4]1[CH:5]=[CH:6][CH:7]=[CH:8][CH:9]=1 |f:1.2,4.5|. Procedure details: 2-Cinnamyl-8-cyclopropylmethyl-5,5-di(1-propyl)-10-hydroxy-1,2,3,4-tetrahydro-5H-[1]benzopyrano[3,4-d]pyridine, γ-pyrrolidinobutyric acid hydrochloride and dicyclohexyl-carbodiimide are reacted in equimolar amounts according to Example 1 to form the desired product.